Task: describe an organic reaction: reactants, conditions, products, and yield. Dataset: the Open Reaction Database (ORD), a public repository of structured organic reaction records Starting materials: CN1CCN(CCCl)CC1, CCCN(CCC)CC(=O)N1c2cc(F)c(F)cc2-n2c(n[nH]c2=O)-c2cccnc21, Cc1ccccc1C. Product: CCCN(CCC)CC(=O)N1c2cc(F)c(F)cc2-n2c(nn(CCN3CCN(C)CC3)c2=O)-c2cccnc21. RXN SMILES: [CH3:32][N:33]1[CH2:34][CH2:35][N:36]([CH2:39][CH2:40][Cl:41])[CH2:37][CH2:38]1.[F:1][c:2]1[cH:3][c:4]2[c:5]([cH:29][c:30]1[F:31])[N:6]([C:19]([CH2:20][N:21]([CH2:22][CH2:23][CH3:24])[CH2:25][CH2:26][CH3:27])=[O:28])[c:7]1[c:8]([cH:15][cH:16][cH:17][n:18]1)-[c:9]1[n:10]-2[c:11](=[O:14])[nH:12][n:13]1.[c:42]1([CH3:43])[c:44]([CH3:45])[cH:46][cH:47][cH:48][cH:49]1>>[F:1][c:2]1[cH:3][c:4]2[c:5]([cH:29][c:30]1[F:31])[N:6]([C:19]([CH2:20][N:21]([CH2:22][CH2:23][CH3:24])[CH2:25][CH2:26][CH3:27])=[O:28])[c:7]1[c:8]([cH:15][cH:16][cH:17][n:18]1)-[c:9]1[n:10]-2[c:11](=[O:14])[n:12]([CH2:40][CH2:39][N:36]2[CH2:35][CH2:34][N:33]([CH3:32])[CH2:38][CH2:37]2)[n:13]1. Starting materials: C(C)C1=CN(N2N=C(N=C21)C(C)C)CC2=CC=C(C=C2)C2=C(C=CC=C2)C2=NN=NN2C(C2=CC=CC=C2)(C2=CC=CC=C2)C2=CC=CC=C2 (7-ethyl-2-isopropyl-5-[[2'-(N-triphenylmethyl-tetrazol-5-yl)biphenyl-4-yl]methyl]-5H-pyrazolo[1,5-b][1,2,4]triazole), CO (methanol). The solvent is C(C)(=O)O (acetic acid). Product: C(C)C1=CN(N2N=C(N=C21)C(C)C)CC2=CC=C(C=C2)C2=C(C=CC=C2)C2=NN=NN2 (7-ethyl-2-isopropyl-5-[[2'-(tetrazol-5-yl)biphenyl-4-yl]methyl]-5H-pyrazolo[1,5-b][1,2,4]triazole). Isolated yield 95.4%. As a reaction SMILES: [CH2:1]([C:3]1[C:10]2[N:6]([N:7]=[C:8]([CH:11]([CH3:13])[CH3:12])[N:9]=2)[N:5]([CH2:14][C:15]2[CH:20]=[CH:19][C:18]([C:21]3[CH:26]=[CH:25][CH:24]=[CH:23][C:22]=3[C:27]3[N:31](C(C4C=CC=CC=4)(C4C=CC=CC=4)C4C=CC=CC=4)[N:30]=[N:29][N:28]=3)=[CH:17][CH:16]=2)[CH:4]=1)[CH3:2].CO>C(O)(=O)C>[CH2:1]([C:3]1[C:10]2[N:6]([N:7]=[C:8]([CH:11]([CH3:13])[CH3:12])[N:9]=2)[N:5]([CH2:14][C:15]2[CH:16]=[CH:17][C:18]([C:21]3[CH:26]=[CH:25][CH:24]=[CH:23][C:22]=3[C:27]3[NH:28][N:29]=[N:30][N:31]=3)=[CH:19][CH:20]=2)[CH:4]=1)[CH3:2]. Procedure details: A mixture consisting of 2.38 g of 7-ethyl-2-isopropyl-5-[[2'-(N-triphenylmethyl-tetrazol-5-yl)biphenyl-4-yl]methyl]-5H-pyrazolo[1,5-b][1,2,4]triazole, 90 ml of methanol and 10 ml of acetic acid was heated under reflux for 2 hours. After removing the solvent by distillation under a reduced pressure, the thus obtained residue was subjected to silica gel column chromatography. Elution with methanol-chloroform (1:9, v/v) gave 1.43 g of 7-ethyl-2-isopropyl-5-[[2'-(tetrazol-5-yl)biphenyl-4-yl]methyl]-... The reactants are C(C1=CC=CC=C1)C1=C(C2=C(S1)C=CC=C2)CCC2=CC=C(C=C2)O (4-[2-(2-benzyl-benzo[b]thiophen-3-yl)-ethyl]-phenol), ClS(=O)(=O)C1=CC(=C(C(=O)O)C=C1)O (4-chlorosulphonyl-2-hydroxybenzoic acid). Product: C(C1=CC=CC=C1)C1=C(C2=C(S1)C=CC=C2)CCC2=CC=C(OS(=O)(=O)C1=CC(=C(C(=O)O)C=C1)O)C=C2 (4-{4-[2-(2-Benzyl-benzo[b]thiophen-3-yl)-ethyl]-phenoxysulfonyl} -2-hydroxy-benzoic Acid). RXN SMILES: [CH2:1]([C:8]1[S:12][C:11]2[CH:13]=[CH:14][CH:15]=[CH:16][C:10]=2[C:9]=1[CH2:17][CH2:18][C:19]1[CH:24]=[CH:23][C:22]([OH:25])=[CH:21][CH:20]=1)[C:2]1[CH:7]=[CH:6][CH:5]=[CH:4][CH:3]=1.Cl[S:27]([C:30]1[CH:38]=[CH:37][C:33]([C:34]([OH:36])=[O:35])=[C:32]([OH:39])[CH:31]=1)(=[O:29])=[O:28]>>[CH2:1]([C:8]1[S:12][C:11]2[CH:13]=[CH:14][CH:15]=[CH:16][C:10]=2[C:9]=1[CH2:17][CH2:18][C:19]1[CH:24]=[CH:23][C:22]([O:25][S:27]([C:30]2[CH:38]=[CH:37][C:33]([C:34]([OH:36])=[O:35])=[C:32]([OH:39])[CH:31]=2)(=[O:29])=[O:28])=[CH:21][CH:20]=1)[C:2]1[CH:7]=[CH:6][CH:5]=[CH:4][CH:3]=1. Reported procedure: The title compound was prepared according to the procedure in Example 4 using 4-[2-(2-benzyl-benzo[b]thiophen-3-yl)-ethyl]-phenol (0.400 g, 1.16 mmol) and 4-chlorosulphonyl-2-hydroxybenzoic acid (0.550 g, 2.32 mmol). Purification on 2% H3PO4/MeOH treated silica gel, eluting with 20% EtOAc/hexane gave the title compound as an off white solid, mp 57-59° C. 1H NMR (DMSO-d6) δ 2.74 (t, 2H), 3.09 (t, 2H), 4.00 (s, 2H), 6.97 (d, 2H), 7.19-7.23 (m, 5H), 7.27-7.38 (m, 6H), 7.76 (d, 1H), 7.83 (dd, 1H), 7... The reactants are CC=1OC2=C(N1)C=C(C=C2)CN2C(C1=CC=CC=C1C2=O)=O (2-((2-methylbenzo[d]oxazol-5-yl)methyl)isoindoline-1,3-dione), O.NN (hydrazine monohydrate). Solvent: CCO (EtOH). Yields the product CC=1OC2=C(N1)C=C(C=C2)CN ((2-methylbenzo[d]oxazol-5-yl)methanamine). Reaction SMILES: [CH3:1][C:2]1[O:3][C:4]2[CH:10]=[CH:9][C:8]([CH2:11][N:12]3C(=O)C4C(=CC=CC=4)C3=O)=[CH:7][C:5]=2[N:6]=1.O.NN>CCO>[CH3:1][C:2]1[O:3][C:4]2[CH:10]=[CH:9][C:8]([CH2:11][NH2:12])=[CH:7][C:5]=2[N:6]=1 |f:1.2|. Procedure details: A mixture of 2-((2-methylbenzo[d]oxazol-5-yl)methyl)isoindoline-1,3-dione (200 mg; 0.68 mmol), and hydrazine monohydrate (715 mg; 21.89 mmol) in EtOH (30 ml) was refluxed, under nitrogen, for 4 h. After cooling to rt, the mixture was filtered, and the filtrate was concentrated to dryness under reduced pressure affording (2-methylbenzo[d]oxazol-5-yl)methanamine as an orange oil. LC-MS (conditions D): tR=0.50 min.; [M+H]+: 163.07 g/mol. Starting materials: C(C)N1C(N(CC=2C1=NC(=NC2)S(=O)C)C2=C(C(=CC(=C2)OC)OC)F)=O (1-ethyl-3-(2-fluoro-3,5-dimethoxy-phenyl)-7-methanesulfinyl-3,4-dihydro-1H-pyrimido[4,5-d]pyrimidin-2-one), NCCCCO (4-amino-butan-1-ol). Product: C(C)N1C(N(CC=2C1=NC(=NC2)NCCCCO)C2=C(C(=CC(=C2)OC)OC)F)=O (1-Ethyl-3-(2-fluoro-3,5-dimethoxy-phenyl)-7-(4-hydroxy-butylamino)-3,4-dihydro-1H-pyrimido[4,5-d]pyrimidin-2-one). RXN SMILES: [CH2:1]([N:3]1[C:8]2=[N:9][C:10](S(C)=O)=[N:11][CH:12]=[C:7]2[CH2:6][N:5]([C:16]2[CH:21]=[C:20]([O:22][CH3:23])[CH:19]=[C:18]([O:24][CH3:25])[C:17]=2[F:26])[C:4]1=[O:27])[CH3:2].[NH2:28][CH2:29][CH2:30][CH2:31][CH2:32][OH:33]>>[CH2:1]([N:3]1[C:8]2=[N:9][C:10]([NH:28][CH2:29][CH2:30][CH2:31][CH2:32][OH:33])=[N:11][CH:12]=[C:7]2[CH2:6][N:5]([C:16]2[CH:21]=[C:20]([O:22][CH3:23])[CH:19]=[C:18]([O:24][CH3:25])[C:17]=2[F:26])[C:4]1=[O:27])[CH3:2]. Procedure details: 1-Ethyl-3-(2-fluoro-3,5-dimethoxy-phenyl)-7-(4-hydroxy-butylamino)-3,4-dihydro-1H-pyrimido[4,5-d]pyrimidin-2-one was prepared as in Example 2 using 0.4 g (1.01 mmol) 1-ethyl-3-(2-fluoro-3,5-dimethoxy-phenyl)-7-methanesulfinyl-3,4-dihydro-1H-pyrimido[4,5-d]pyrimidin-2-one and 0.27 g (3.03 mmol) 4-amino-butan-1-ol. The final product was purified by column chromatography (20:1 dichloromethane/methanol). This gave 0.375 g (88%) of 1-ethyl-3-(2-fluoro-3,5-dimethoxy-phenyl)-7-(4-hydroxy-butylamino)-3,... Reactants: C(=O)(O)CCCCCOC1=C(C(=CC=C1)CCCCCCOC1=C(C2=C(C(CCO2)=O)C=C1)CCC)CCC(=O)O (2-[(5-Carboxypentyl)oxy]-6-[6-[(3,4-dihydro-4-oxo-8-propyl-2H-1-benzopyran-7-yl)oxy]hexyl]benzenepropanoic Acid), [OH-].[Na+] (sodium hydroxide). The solvent is O (water). Yields the product [Na+].[Na+].C(=O)(O)CCCCCOC1=C(C(=CC=C1)CCCCCCOC1=C(C2=C(C(CCO2)=O)C=C1)CCC)CCC(=O)[O-].C(=O)(O)CCCCCOC1=C(C(=CC=C1)CCCCCCOC1=C(C2=C(C(CCO2)=O)C=C1)CCC)CCC(=O)[O-] (2-[(5-Carboxypentyl)oxy]-6-[6-[(3,4-dihydro-4-oxo-8-propyl-2H-1-benzopyran-7-yl)oxy]hexyl]benzenepropanoic Acid Disodium Salt). RXN SMILES: [C:1]([CH2:4][CH2:5][CH2:6][CH2:7][CH2:8][O:9][C:10]1[CH:15]=[CH:14][CH:13]=[C:12]([CH2:16][CH2:17][CH2:18][CH2:19][CH2:20][CH2:21][O:22][C:23]2[CH:33]=[CH:32][C:26]3[C:27](=[O:31])[CH2:28][CH2:29][O:30][C:25]=3[C:24]=2[CH2:34][CH2:35][CH3:36])[C:11]=1[CH2:37][CH2:38][C:39]([OH:41])=[O:40])([OH:3])=[O:2].[OH-].[Na+:43]>O>[Na+:43].[Na+:43].[C:1]([CH2:4][CH2:5][CH2:6][CH2:7][CH2:8][O:9][C:10]1[CH:15]=[CH:14][CH:13]=[C:12]([CH2:16][CH2:17][CH2:18][CH2:19][CH2:20][CH2:21][O:22][C:23]2[CH:33]=[CH:32][C:26]3[C:27](=[O:31])[CH2:28][CH2:29][O:30][C:25]=3[C:24]=2[CH2:34][CH2:35][CH3:36])[C:11]=1[CH2:37][CH2:38][C:39]([O-:41])=[O:40])([OH:3])=[O:2].[C:1]([CH2:4][CH2:5][CH2:6][CH2:7][CH2:8][O:9][C:10]1[CH:15]=[CH:14][CH:13]=[C:12]([CH2:16][CH2:17][CH2:18][CH2:19][CH2:20][CH2:21][O:22][C:23]2[CH:33]=[CH:32][C:26]3[C:27](=[O:31])[CH2:28][CH2:29][O:30][C:25]=3[C:24]=2[CH2:34][CH2:35][CH3:36])[C:11]=1[CH2:37][CH2:38][C:39]([O-:41])=[O:40])([OH:3])=[O:2] |f:1.2,4.5.6.7|. Reported procedure: The dicarboxylic acid from example 157 (10 mmol) was neutralized with 20 mL (20 mmol) of 1N aqueous sodium hydroxide. The resulting mixture was diluted with more water and the solution was freeze-dried giving the title salt.